This data is from the Open Reaction Database (ORD), a public repository of structured organic reaction records. The task is: describe an organic reaction: reactants, conditions, products, and yield Reactants: ClCC(=O)Cl (chloroacetyl chloride), CC(CO)C (2-methylpropanol), N1=CC=CC=C1 (pyridine). Run in C(C)OCC (diethyl ether), C(C)OCC (diethyl ether). Reaction conditions: time 3 hour. The product is ClCC(=O)OCC(C)C (2-Methylpropyl Chloroacetate). Yield: 93.8%. As a reaction SMILES: [Cl:1][CH2:2][C:3](Cl)=[O:4].[CH3:6][CH:7]([CH3:10])[CH2:8][OH:9].N1C=CC=CC=1>C(OCC)C>[Cl:1][CH2:2][C:3]([O:9][CH2:8][CH:7]([CH3:10])[CH3:6])=[O:4]. Procedure details: A solution of chloroacetyl chloride (3.2 mL, 40 mmol) in anhydrous diethyl ether (20 mL) was added dropwise within 1 h to a solution of 2-methylpropanol (2.96 g, 40 mmol) and pyridine (3.25 mL, 40 mmol) in anhydrous diethyl ether (80 mL) at 0° C. After warming to RT, the white suspension was stirred for 3 h. The precipitate was removed by filtration and washed by diethyl ether (15 mL). The combined organic solution was washed with HCl (2 N, 30 mL), followed by sat. NaHCO3 (30 mL), sat. NaCl (30 ... Reactants: CC[SiH](CC)CC, COc1ccc(CC2CCC3=C(CCC(=O)N3)C2)cc1, ClCCl, O=C(O)C(F)(F)F. Yields the product COc1ccc(CC2CCC3NC(=O)CCC3C2)cc1. Reaction SMILES: [CH2:21]([SiH:22]([CH2:23][CH3:24])[CH2:25][CH3:26])[CH3:27].[CH3:1][O:2][c:3]1[cH:4][cH:5][c:6]([CH2:9][CH:10]2[CH2:11][C:12]3=[C:17]([NH:16][C:15](=[O:20])[CH2:14][CH2:13]3)[CH2:18][CH2:19]2)[cH:7][cH:8]1.[Cl:35][CH2:36][Cl:37].[OH:28][C:29]([C:30]([F:31])([F:32])[F:33])=[O:34]>>[CH3:1][O:2][c:3]1[cH:4][cH:5][c:6]([CH2:9][CH:10]2[CH2:11][CH:12]3[CH2:13][CH2:14][C:15](=[O:20])[NH:16][CH:17]3[CH2:18][CH2:19]2)[cH:7][cH:8]1. Starting materials: NC=1C=C(C=NC1)C(=O)C1=CN(C=2N=C(N=CC21)NCC2=CC=C(C=C2)OC)C21CC(C2)C1 ((5-amino-pyridin-3-yl)-[7-bicyclo[1.1.1]pent-1-yl-2-(4-methoxy-benzylamino)-7H-pyrrolo[2,3-d]pyrimidin-5-yl]-methanone), FC=1C=CC(=NC1)CC(=O)O (5-fluoro pyridine-2-yl acetic acid), TEA, CCCP(=O)(O)O (1-propylphosphonic acid cyclic anhydride). The solvent is C1CCOC1 (THF). Run at time 18 hour. The product is NC=1N=CC2=C(N1)N(C=C2C(=O)C=2C=C(C=NC2)NC(CC2=NC=C(C=C2)F)=O)C21CC(C2)C1 (N-[5-(2-Amino-7-bicyclo[1.1.1]pent-1-yl-7H-pyrrolo[2,3-d]pyrimidine-5-carbonyl)-pyridin-3-yl]-2-(5-fluoro-pyridin-2-yl)-acetamide). The yield is 31.0%. RXN SMILES: [NH2:1][C:2]1[CH:3]=[C:4]([C:8]([C:10]2[C:18]3[CH:17]=[N:16][C:15]([NH:19]CC4C=CC(OC)=CC=4)=[N:14][C:13]=3[N:12]([C:29]34[CH2:33][CH:31]([CH2:32]3)[CH2:30]4)[CH:11]=2)=[O:9])[CH:5]=[N:6][CH:7]=1.[F:34][C:35]1[CH:36]=[CH:37][C:38]([CH2:41][C:42]([OH:44])=O)=[N:39][CH:40]=1.CCCP(O)(O)=O>C1COCC1>[NH2:19][C:15]1[N:16]=[CH:17][C:18]2[C:10]([C:8]([C:4]3[CH:3]=[C:2]([NH:1][C:42](=[O:44])[CH2:41][C:38]4[CH:37]=[CH:36][C:35]([F:34])=[CH:40][N:39]=4)[CH:7]=[N:6][CH:5]=3)=[O:9])=[CH:11][N:12]([C:29]34[CH2:32][CH:31]([CH2:33]3)[CH2:30]4)[C:13]=2[N:14]=1. Procedure: To a solution of (5-amino-pyridin-3-yl)-[7-bicyclo[1.1.1]pent-1-yl-2-(4-methoxy-benzylamino)-7H-pyrrolo[2,3-d]pyrimidin-5-yl]-methanone (Preparation 287) (50 mg, 0.11 mmol) in THF (5 mL) at room temperature was added 5-fluoro pyridine-2-yl acetic acid (27 mg, 0.17 mmol), TEA (0.08 mL, 0.56 mmol) and 1-propylphosphonic acid cyclic anhydride (50% solution in EtOAc, 0.20 mL, 0.34 mmol). The resulting mixture was before stirred for 18 hours. The mixture was concentrated under reduced pressure and th... Reactants: N#Cc1cccc(NC(C(=O)O)c2ccccc2)c1, CN1CCOCC1, CCN=C=NCCCN(C)C, Cc1cc(N)ccc1N1CCCS1(=O)=O, Cl, CN(C)C=O, O, O, Oc1cccc2[nH]nnc12. The product is Cc1cc(NC(=O)C(Nc2cccc(C#N)c2)c2ccccc2)ccc1N1CCCS1(=O)=O. RXN SMILES: [C:23](#[N:24])[c:25]1[cH:26][c:27]([NH:31][CH:32]([C:33](=[O:34])[OH:35])[c:36]2[cH:37][cH:38][cH:39][cH:40][cH:41]2)[cH:28][cH:29][cH:30]1.[CH3:1][N:2]1[CH2:3][CH2:4][O:5][CH2:6][CH2:7]1.[CH3:43][N:44]([CH3:45])[CH2:46][CH2:47][CH2:48][N:49]=[C:50]=[N:51][CH2:52][CH3:53].[CH3:8][c:9]1[c:10]([N:16]2[S:17](=[O:21])(=[O:22])[CH2:18][CH2:19][CH2:20]2)[cH:11][cH:12][c:13]([NH2:15])[cH:14]1.[ClH:42].[O:65]=[CH:66][N:67]([CH3:68])[CH3:69].[OH2:54].[OH2:70].[OH:55][c:56]1[c:57]2[n:58][n:59][nH:60][c:61]2[cH:62][cH:63][cH:64]1>>[CH3:8][c:9]1[c:10]([N:16]2[S:17](=[O:21])(=[O:22])[CH2:18][CH2:19][CH2:20]2)[cH:11][cH:12][c:13]([NH:15][C:33]([CH:32]([NH:31][c:27]2[cH:26][c:25]([C:23]#[N:24])[cH:30][cH:29][cH:28]2)[c:36]2[cH:37][cH:38][cH:39][cH:40][cH:41]2)=[O:34])[cH:14]1. The reactants are OC(C#CCOCC=C(C)C)C1=CC(=C(C(=C1)OC)OC)OC (1-hydroxy-4-[(3-methyl-2-butenyl)oxy]-1-(3,4,5-trimethoxyphenyl)-2-butyne). Reagents/catalysts: [O-2].[O-2].[Mn+4] (manganese dioxide). The solvent is C(Cl)Cl (methylene chloride), C(Cl)Cl (methylene chloride). Conditions: time 3 hour. Product: CC(=CCOCC#CC(=O)C1=CC(=C(C(=C1)OC)OC)OC)C (4-[(3-methyl-2-butenyl)oxy]-1-(3,4,5-trimethoxyphenyl)-2-butyn-1-one). As a reaction SMILES: [OH:1][CH:2]([C:12]1[CH:17]=[C:16]([O:18][CH3:19])[C:15]([O:20][CH3:21])=[C:14]([O:22][CH3:23])[CH:13]=1)[C:3]#[C:4][CH2:5][O:6][CH2:7][CH:8]=[C:9]([CH3:11])[CH3:10]>C(Cl)Cl.[O-2].[O-2].[Mn+4]>[CH3:10][C:9]([CH3:11])=[CH:8][CH2:7][O:6][CH2:5][C:4]#[C:3][C:2]([C:12]1[CH:13]=[C:14]([O:22][CH3:23])[C:15]([O:20][CH3:21])=[C:16]([O:18][CH3:19])[CH:17]=1)=[O:1] |f:2.3.4|. Procedure: A solution of 30 g (93.6 mmol) of 1-hydroxy-4-[(3-methyl-2-butenyl)oxy]-1-(3,4,5-trimethoxyphenyl)-2-butyne in 350 ml of methylene chloride was added dropwise at 0° to a suspension of 122 g (1.4 mol) of manganese dioxide in 500 ml of methylene chloride. The reaction mixture was stirred at 0° for 3 hours, filtered over magnesium sulphate and concentrated. Flash chromatography of the residue on 1000 g of silica gel (elution agent methylene chloride/ethyl acetate 9:1) and subsequent crystallization... Reactants: COC(=O)CCNC(=O)c1ccc(C(NC(=O)Nc2ccc(OC(F)(F)F)cc2)C2CCN(C(=O)C3CC3)CC2)cc1, CCO, [Li+], [OH-], O. Product: O=C(O)CCNC(=O)c1ccc(C(NC(=O)Nc2ccc(OC(F)(F)F)cc2)C2CCN(C(=O)C3CC3)CC2)cc1. Reaction SMILES: [CH3:1][O:2][C:3]([CH2:4][CH2:5][NH:6][C:7]([c:8]1[cH:9][cH:10][c:11]([CH:14]([CH:15]2[CH2:16][CH2:17][N:18]([C:21](=[O:22])[CH:23]3[CH2:24][CH2:25]3)[CH2:19][CH2:20]2)[NH:26][C:27](=[O:28])[NH:29][c:30]2[cH:31][cH:32][c:33]([O:36][C:37]([F:38])([F:39])[F:40])[cH:34][cH:35]2)[cH:12][cH:13]1)=[O:41])=[O:42].[CH3:45][CH2:46][OH:47].[Li+:43].[OH-:44].[OH2:48]>>[O:2]=[C:3]([CH2:4][CH2:5][NH:6][C:7]([c:8]1[cH:9][cH:10][c:11]([CH:14]([CH:15]2[CH2:16][CH2:17][N:18]([C:21](=[O:22])[CH:23]3[CH2:24][CH2:25]3)[CH2:19][CH2:20]2)[NH:26][C:27](=[O:28])[NH:29][c:30]2[cH:31][cH:32][c:33]([O:36][C:37]([F:38])([F:39])[F:40])[cH:34][cH:35]2)[cH:12][cH:13]1)=[O:41])[OH:42]. Conditions: time 5 hour. Run in CO (MeOH). The yield is 79.4%. Reaction SMILES: [Cl:1][C:2]1[CH:11]=[CH:10][C:9]2[C:4](=[C:5]([NH2:12])[CH:6]=[CH:7][CH:8]=2)[N:3]=1.[N:13]1[CH:18]=[CH:17][CH:16]=[C:15]([CH:19]=O)[CH:14]=1.CC(O)=O.[BH3-]C#N.[Na+]>CO>[Cl:1][C:2]1[CH:11]=[CH:10][C:9]2[C:4](=[C:5]([NH:12][CH2:19][C:15]3[CH:14]=[N:13][CH:18]=[CH:17][CH:16]=3)[CH:6]=[CH:7][CH:8]=2)[N:3]=1 |f:3.4|. Reactants: [BH3-]C#N.[Na+] (NaCNBH3), ClC1=NC2=C(C=CC=C2C=C1)N (2-chloroquinolin-8-amine), N1=CC(=CC=C1)C=O (3-pyridinecarbaldehyde), CC(=O)O (AcOH). Procedure: A mixture of 2-chloroquinolin-8-amine (1.75 g, 9.8 mmol), 3-pyridinecarbaldehyde (2.14 g, 20 mmol) and AcOH (1.2 g, 20 mmol) in MeOH (10 mL) were added NaCNBH3 (1.26 g, 20 mmol) in portions at room temperature, then the reaction mixture was stirred at room temperature for 5 h. The reaction was concentrated in vacuo, and the residue was taken up in CH2Cl2. The solution was washed with water (1×50 mL), dried over Na2SO4, concentrated and purified by silica gel column (20:1 pentane/ethyl acetate) t... Product: ClC1=NC2=C(C=CC=C2C=C1)NCC=1C=NC=CC1 (2-chloro-N-(pyridin-3-ylmethyl)quinolin-8-amine). Starting materials: SCC(=O)NC=1C=C(C(=O)NCC(=O)O)C=CC1 (N-[3-(mercaptoacetylamino)benzoyl]glycine), N(CCO)CCO (diethanolamine), OCC[NH2+]CCO (bis-(2-hydroxyethyl) ammonium), SCC(=O)NC=1C=C(C(=O)NCC(=O)O)C=CC1 (N-[3 -(mercaptoacetylamino)benzoyl]glycine), C(N(CC(=O)[O-])CC(=O)O)CN(CC(=O)O)CC(=O)[O-].[Na+].[Na+] (disodium edetate). The solvent is O1CCCC1 (tetrahydrofuran), O (water), O1CCCC1 (tetrahydrofuran). Conditions: time 8 hour. Product: OCC[NH2+]CCO.SCC(=O)NC=1C=C(C(=O)NCC(=O)[O-])C=CC1 (N-[3-(Mercaptoacetylamino)benzoyl]glycine-bis-(2-hydroxyethyl) Ammonium Salt). As a reaction SMILES: [NH:1]([CH2:5][CH2:6][OH:7])[CH2:2][CH2:3][OH:4].[SH:8][CH2:9][C:10]([NH:12][C:13]1[CH:14]=[C:15]([CH:23]=[CH:24][CH:25]=1)[C:16]([NH:18][CH2:19][C:20]([OH:22])=[O:21])=[O:17])=[O:11].C(CN(CC([O-])=O)CC(O)=O)N(CC(O)=O)CC([O-])=O.[Na+].[Na+].OCC[NH2+]CCO>O1CCCC1.O>[OH:4][CH2:3][CH2:2][NH2+:1][CH2:5][CH2:6][OH:7].[SH:8][CH2:9][C:10]([NH:12][C:13]1[CH:14]=[C:15]([CH:23]=[CH:24][CH:25]=1)[C:16]([NH:18][CH2:19][C:20]([O-:22])=[O:21])=[O:17])=[O:11] |f:2.3.4,8.9|. Procedure: A solution of 1.82 ml. diethanolamine (2 g., 0.0189 mole) in 10 ml. of tetrahydrofuran is added to a mixture of N-[3-(mercaptoacetylamino)benzoyl]glycine (5 g., 0.0186 mole), 5 mg. of disodium edetate, 4 ml. of water and 40 ml. of tetrahydrofuran under an atmosphere of nitrogen during a 5-minute period at room temperature. The resulting mixture is first warmed to 40°-45° C. for 20 min. and then cooled in a dry ice-ethanol bath for 0.5 hr. to promote crystallization. Cooling is discontinued and t... Reactants: C#Cc1ccc(Nc2cc(=O)n(C)cc2C(=O)O)c(F)c1, O=C(Oc1c(F)c(F)c(F)c(F)c1F)C(F)(F)F, CN(C)C=O, c1ccncc1. As a reaction SMILES: [C:1](#[CH:2])[c:3]1[cH:4][c:5]([F:21])[c:6]([NH:9][c:10]2[c:11]([C:18](=[O:19])[OH:20])[cH:12][n:13]([CH3:17])[c:14](=[O:16])[cH:15]2)[cH:7][cH:8]1.[F:22][C:23]([F:24])([F:25])[C:26]([O:38][c:27]1[c:28]([F:37])[c:29]([F:36])[c:30]([F:35])[c:31]([F:34])[c:32]1[F:33])=[O:39].[O:46]=[CH:47][N:48]([CH3:49])[CH3:50].[cH:40]1[cH:41][cH:42][n:43][cH:44][cH:45]1>>[C:1](#[CH:2])[c:3]1[cH:4][c:5]([F:21])[c:6]([NH:9][c:10]2[c:11]([C:18]([O:19][c:27]3[c:28]([F:37])[c:29]([F:36])[c:30]([F:35])[c:31]([F:34])[c:32]3[F:33])=[O:20])[cH:12][n:13]([CH3:17])[c:14](=[O:16])[cH:15]2)[cH:7][cH:8]1. The product is C#Cc1ccc(Nc2cc(=O)n(C)cc2C(=O)Oc2c(F)c(F)c(F)c(F)c2F)c(F)c1. Starting materials: [H-].[Al+3].[Li+].[H-].[H-].[H-] (lithium aluminum hydride), O1CCCC1 (tetrahydrofuran), O (water), C(C)N1CCN(CC1)C1=NC(=CC2=CC=CC=C12)C1=CC=C(C=C1)CC(C)(C)C(=O)OC (1-(4-ethylpiperazin-1-yl)-3-[4-(2-methoxycarbonyl-2-methylpropyl)phenyl]isoquinoline), O1CCCC1 (tetrahydrofuran), [Cl-].[Na+] (sodium chloride). Conditions: time 30 minute. The product is C(C(=O)O)(=O)O.C(C)N1CCN(CC1)C1=NC(=CC2=CC=CC=C12)C1=CC=C(C=C1)CC(CO)(C)C (1-(4-ethylpiperazin-1-yl)-3-[4-(3-hydroxy-2,2-dimethylpropyl)phenyl]isoquinoline oxalate). As a reaction SMILES: [CH2:1]([N:3]1[CH2:8][CH2:7][N:6]([C:9]2[C:18]3[C:13](=[CH:14][CH:15]=[CH:16][CH:17]=3)[CH:12]=[C:11]([C:19]3[CH:24]=[CH:23][C:22]([CH2:25][C:26]([C:29]([O:31]C)=[O:30])([CH3:28])[CH3:27])=[CH:21][CH:20]=3)[N:10]=2)[CH2:5][CH2:4]1)[CH3:2].[H-].[Al+3].[Li+].[H-].[H-].[H-].[Cl-].[Na+].[OH2:41].[O:42]1CCCC1>>[C:29]([OH:31])(=[O:30])[C:26]([OH:42])=[O:41].[CH2:1]([N:3]1[CH2:4][CH2:5][N:6]([C:9]2[C:18]3[C:13](=[CH:14][CH:15]=[CH:16][CH:17]=3)[CH:12]=[C:11]([C:19]3[CH:20]=[CH:21][C:22]([CH2:25][C:26]([CH3:27])([CH3:28])[CH2:29][OH:30])=[CH:23][CH:24]=3)[N:10]=2)[CH2:7][CH2:8]1)[CH3:2] |f:1.2.3.4.5.6,7.8,11.12|. Reported procedure: The resulting 1-(4-ethylpiperazin-1-yl)-3-[4-(2-methoxycarbonyl-2-methylpropyl)phenyl]isoquinoline (1.51 g) was dissolved in tetrahydrofuran (10 ml). The solution was added to a suspension of lithium aluminum hydride (0.14 g) in tetrahydrofuran (20 ml) under cooling with a cooler of sodium chloride and ice, and the mixture was stirred for another 30 min. To the resulting solution were sequentially added water (140 ml), a 5N aqueous solution of sodium hydroxide (140 ml) and water (420 ml), and th...